This data is from the Open Reaction Database (ORD), a public repository of structured organic reaction records. The task is: describe an organic reaction: reactants, conditions, products, and yield Reactants: ClCCl, O=C(OC(=O)C(F)(F)F)C(F)(F)F, CCOC(=O)C1=C(C)NC(O)(c2ccc([N+](=O)[O-])cc2)C(C(=O)OCC)C1c1cccc([N+](=O)[O-])c1, c1ccncc1. Yields the product CCOC(=O)C1=C(C)NC(c2ccc([N+](=O)[O-])cc2)=C(C(=O)OCC)C1c1cccc([N+](=O)[O-])c1. Reaction SMILES: [CH2:56]([Cl:57])[Cl:58].[F:1][C:2]([F:3])([F:4])[C:5]([O:6][C:7](=[O:8])[C:9]([F:10])([F:11])[F:12])=[O:13].[OH:20][C:21]1([c:47]2[cH:48][cH:49][c:50]([N+:53](=[O:54])[O-:55])[cH:51][cH:52]2)[NH:22][C:23]([CH3:46])=[C:24]([C:41](=[O:42])[O:43][CH2:44][CH3:45])[CH:25]([c:32]2[cH:33][c:34]([N+:38](=[O:39])[O-:40])[cH:35][cH:36][cH:37]2)[CH:26]1[C:27](=[O:28])[O:29][CH2:30][CH3:31].[cH:14]1[cH:15][cH:16][n:17][cH:18][cH:19]1>>[C:21]1([c:47]2[cH:48][cH:49][c:50]([N+:53](=[O:54])[O-:55])[cH:51][cH:52]2)=[C:26]([C:27](=[O:28])[O:29][CH2:30][CH3:31])[CH:25]([c:32]2[cH:33][c:34]([N+:38](=[O:39])[O-:40])[cH:35][cH:36][cH:37]2)[C:24]([C:41](=[O:42])[O:43][CH2:44][CH3:45])=[C:23]([CH3:46])[NH:22]1. Reactants: 13.2, ClC1=C(C(=CC(=C1)N1N=CC(NC1=O)=O)Cl)C(C(=O)N)C1=CC=C(C=C1)Cl (2,6-dichloro-α-(4-chlorophenyl)-4-(4,5-dihydro-3,5-dioxo-1,2,4-triazin-2(3H)-yl)benzeneacetamide), Cl (hydrochloric acid), C(C)(=O)O (acetic acid). The product is ClC1=C(C(=CC(=C1)N1N=CC(NC1=O)=O)Cl)C(C(=O)O)C1=CC=C(C=C1)Cl (2,6-dichloro-α-(4-chlorophenyl)-4-(4,5-dihydro-3,5-dioxo-1,2,4-triazin-2(3H)-yl)benzeneacetic acid). Yield: 27.8%. RXN SMILES: [Cl:1][C:2]1[CH:7]=[C:6]([N:8]2[C:13](=[O:14])[NH:12][C:11](=[O:15])[CH:10]=[N:9]2)[CH:5]=[C:4]([Cl:16])[C:3]=1[CH:17]([C:21]1[CH:26]=[CH:25][C:24]([Cl:27])=[CH:23][CH:22]=1)[C:18](N)=[O:19].Cl.C(O)(=[O:31])C>>[Cl:16][C:4]1[CH:5]=[C:6]([N:8]2[C:13](=[O:14])[NH:12][C:11](=[O:15])[CH:10]=[N:9]2)[CH:7]=[C:2]([Cl:1])[C:3]=1[CH:17]([C:21]1[CH:26]=[CH:25][C:24]([Cl:27])=[CH:23][CH:22]=1)[C:18]([OH:31])=[O:19]. Procedure: A mixture of 13.2 parts of 2,6-dichloro-α-(4-chlorophenyl)-4-(4,5-dihydro-3,5-dioxo-1,2,4-triazin-2(3H)-yl)benzeneacetamide, 648 parts of concentrated hydrochloric acid and 200 parts of acetic acid was stirred and refluxed for 224 hours. The resulting product was filtered off, washed with water and taken up in 100 parts of water. After treatment with a sodium hydroxide solution, the resulting solution was acidified with concentrated hydrochloric acid. The product was filtered off and purified by... Starting materials: C(C=C)N1CCC=2C3=C(C4=C(CC13)C=C(C(=C4)OC)OC)C(=C(C2)OC)O ((+)-6-Allyl-5,6,6a,7-tetrahydro-1-hydroxy-2,9,10-trimethoxy-4H-dibenzo(de,g)quinoline), solution, C1(=CC=CC=C1)C (toluene), CN(C=O)C (dimethylformamide), [OH-].C1(=CC=CC=C1)[N+](C)(C)C (phenyltrimethylammonium hydroxide). Solvent: CO (methanol). The product is C(C=C)N1CCC=2C3=C(C4=C(CC13)C=C(C(=C4)OC)OC)C(=C(C2)OC)OC ((+)-6-allyl-5,6,6a,7-tetrahydro-1,2,9,10-tetramethoxy-4H-dibenzo(de,g)quinoline). As a reaction SMILES: [CH2:1]([N:4]1[CH:13]2[C:8]3=[C:9]([C:22]([OH:27])=[C:23]([O:25][CH3:26])[CH:24]=[C:7]3[CH2:6][CH2:5]1)[C:10]1[CH:17]=[C:16]([O:18][CH3:19])[C:15]([O:20][CH3:21])=[CH:14][C:11]=1[CH2:12]2)[CH:2]=[CH2:3].[C:28]1(C)C=CC=CC=1.CN(C)C=O.[OH-].C1([N+](C)(C)C)C=CC=CC=1>CO>[CH2:1]([N:4]1[CH:13]2[C:8]3=[C:9]([C:22]([O:27][CH3:28])=[C:23]([O:25][CH3:26])[CH:24]=[C:7]3[CH2:6][CH2:5]1)[C:10]1[CH:17]=[C:16]([O:18][CH3:19])[C:15]([O:20][CH3:21])=[CH:14][C:11]=1[CH2:12]2)[CH:2]=[CH2:3] |f:3.4|. Procedure: 4.5 g. (12.2 mmol) (+)-6-Allyl-5,6,6a,7-tetrahydro-1-hydroxy-2,9,10-trimethoxy-4H-dibenzo(de,g)quinoline are reacted in 230 ml. of a mixture of toluene and dimethylformamide (9:1 v/v) with 20 ml. of a 1N solution of phenyltrimethylammonium hydroxide in methanol as described in Variant 1. After appropriate working up, there is obtained (+)-6-allyl-5,6,6a,7-tetrahydro-1,2,9,10-tetramethoxy-4H-dibenzo(de,g)quinoline, which is identical in every respect to the product obtained according to Variant 1... Reactants: COc1ccccc1C(=O)CBr, CC(C)=O, [K+], [K+], O=C([O-])[O-], O=C(Nc1cccc(O)c1)c1ccccn1. The product is COc1ccccc1C(=O)COc1cccc(NC(=O)c2ccccn2)c1. Reaction SMILES: [Br:7][CH2:8][C:9](=[O:10])[c:11]1[c:12]([O:17][CH3:18])[cH:13][cH:14][cH:15][cH:16]1.[CH3:35][C:36](=[O:37])[CH3:38].[K+:1].[K+:2].[O-:3][C:4]([O-:5])=[O:6].[OH:19][c:20]1[cH:21][c:22]([NH:26][C:27]([c:28]2[n:29][cH:30][cH:31][cH:32][cH:33]2)=[O:34])[cH:23][cH:24][cH:25]1>>[CH2:8]([C:9](=[O:10])[c:11]1[c:12]([O:17][CH3:18])[cH:13][cH:14][cH:15][cH:16]1)[O:19][c:20]1[cH:21][c:22]([NH:26][C:27]([c:28]2[n:29][cH:30][cH:31][cH:32][cH:33]2)=[O:34])[cH:23][cH:24][cH:25]1. The reactants are O=C(CNc1noc2ccc(C(F)(F)F)cc12)NC1CNC1, O=C1CCC(O)(c2cncs2)CC1. Product: O=C(CNc1noc2ccc(C(F)(F)F)cc12)NC1CN(C2CCC(O)(c3cncs3)CC2)C1. RXN SMILES: [NH:1]1[CH2:2][CH:3]([NH:5][C:6]([CH2:7][NH:8][c:9]2[n:10][o:11][c:12]3[c:13]2[cH:14][c:15]([C:18]([F:19])([F:20])[F:21])[cH:16][cH:17]3)=[O:22])[CH2:4]1.[OH:23][C:24]1([c:31]2[cH:32][n:33][cH:34][s:35]2)[CH2:25][CH2:26][C:27](=[O:30])[CH2:28][CH2:29]1>>[N:1]1([CH:27]2[CH2:26][CH2:25][C:24]([OH:23])([c:31]3[cH:32][n:33][cH:34][s:35]3)[CH2:29][CH2:28]2)[CH2:2][CH:3]([NH:5][C:6]([CH2:7][NH:8][c:9]2[n:10][o:11][c:12]3[c:13]2[cH:14][c:15]([C:18]([F:19])([F:20])[F:21])[cH:16][cH:17]3)=[O:22])[CH2:4]1. Reactants: CN=C=O, ClCCl, O=C1C(Cc2c(Cl)cc(-c3ccc(OC(F)(F)F)cc3)cc2Cl)CCN1C1CCNCC1, O=C(O)C(F)(F)F. Yields the product CNC(=O)N1CCC(N2CCC(Cc3c(Cl)cc(-c4ccc(OC(F)(F)F)cc4)cc3Cl)C2=O)CC1. As a reaction SMILES: [CH3:40][N:41]=[C:42]=[O:43].[Cl:44][CH2:45][Cl:46].[Cl:8][c:9]1[cH:10][c:11](-[c:29]2[cH:30][cH:31][c:32]([O:35][C:36]([F:37])([F:38])[F:39])[cH:33][cH:34]2)[cH:12][c:13]([Cl:28])[c:14]1[CH2:15][CH:16]1[C:17](=[O:27])[N:18]([CH:21]2[CH2:22][CH2:23][NH:24][CH2:25][CH2:26]2)[CH2:19][CH2:20]1.[F:1][C:2]([F:3])([F:4])[C:5]([OH:6])=[O:7]>>[Cl:8][c:9]1[cH:10][c:11](-[c:29]2[cH:30][cH:31][c:32]([O:35][C:36]([F:37])([F:38])[F:39])[cH:33][cH:34]2)[cH:12][c:13]([Cl:28])[c:14]1[CH2:15][CH:16]1[C:17](=[O:27])[N:18]([CH:21]2[CH2:22][CH2:23][N:24]([C:42]([NH:41][CH3:40])=[O:43])[CH2:25][CH2:26]2)[CH2:19][CH2:20]1. Reactants: C=Cc1ccc(C)nc1, Cc1cccc2c3c([nH]c12)CCN(C)C3, CN1CCCC1=O, [K+], [OH-]. The product is Cc1ccc(CCn2c3c(c4cccc(C)c42)CN(C)CC3)cn1. As a reaction SMILES: [CH3:16][c:17]1[n:18][cH:19][c:20]([CH:23]=[CH2:24])[cH:21][cH:22]1.[CH3:1][N:2]1[CH2:3][c:4]2[c:5]([nH:6][c:7]3[c:8]([CH3:13])[cH:9][cH:10][cH:11][c:12]23)[CH2:14][CH2:15]1.[CH3:27][N:28]1[CH2:29][CH2:30][CH2:31][C:32]1=[O:33].[K+:26].[OH-:25]>>[CH3:1][N:2]1[CH2:3][c:4]2[c:5]([n:6]([CH2:24][CH2:23][c:20]3[cH:19][n:18][c:17]([CH3:16])[cH:22][cH:21]3)[c:7]3[c:8]([CH3:13])[cH:9][cH:10][cH:11][c:12]23)[CH2:14][CH2:15]1. Yields the product CCCC(=O)Nc1nn(COCC[Si](C)(C)C)c2cc(Cl)c(-c3ccc([N+](=O)[O-])cc3)cc12. RXN SMILES: [Br:1][c:2]1[cH:3][cH:4][c:5]([N+:8](=[O:9])[O-:10])[cH:6][cH:7]1.[CH3:50][CH2:51][O:52][C:53](=[O:54])[CH3:55].[Cl:17][c:18]1[c:19]([B:41]2[O:42][C:43]([CH3:44])([CH3:45])[C:46]([CH3:47])([CH3:48])[O:49]2)[cH:20][c:21]2[c:22]([NH:35][C:36]([CH2:37][CH2:38][CH3:39])=[O:40])[n:23][n:24]([CH2:27][O:28][CH2:29][CH2:30][Si:31]([CH3:32])([CH3:33])[CH3:34])[c:25]2[cH:26]1.[Na+:11].[Na+:12].[O-:13][C:14](=[O:15])[O-:16].[O:57]1[CH2:58][CH2:59][O:60][CH2:61][CH2:62]1.[OH2:56].[cH:63]1[cH:64][cH:65][c:66]([P:67]([Pd:68]([P:69]([c:70]2[cH:71][cH:72][cH:73][cH:74][cH:75]2)([c:76]2[cH:77][cH:78][cH:79][cH:80][cH:81]2)[c:82]2[cH:83][cH:84][cH:85][cH:86][cH:87]2)([P:88]([c:89]2[cH:90][cH:91][cH:92][cH:93][cH:94]2)([c:95]2[cH:96][cH:97][cH:98][cH:99][cH:100]2)[c:101]2[cH:102][cH:103][cH:104][cH:105][cH:106]2)[P:107]([c:108]2[cH:109][cH:110][cH:111][cH:112][cH:113]2)([c:114]2[cH:115][cH:116][cH:117][cH:118][cH:119]2)[c:120]2[cH:121][cH:122][cH:123][cH:124][cH:125]2)([c:126]2[cH:127][cH:128][cH:129][cH:130][cH:131]2)[c:132]2[cH:133][cH:134][cH:135][cH:136][cH:137]2)[cH:138][cH:139]1>>[c:2]1(-[c:19]2[c:18]([Cl:17])[cH:26][c:25]3[c:21]([cH:20]2)[c:22]([NH:35][C:36]([CH2:37][CH2:38][CH3:39])=[O:40])[n:23][n:24]3[CH2:27][O:28][CH2:29][CH2:30][Si:31]([CH3:32])([CH3:33])[CH3:34])[cH:3][cH:4][c:5]([N+:8](=[O:9])[O-:10])[cH:6][cH:7]1. Starting materials: O=[N+]([O-])c1ccc(Br)cc1, CCOC(C)=O, CCCC(=O)Nc1nn(COCC[Si](C)(C)C)c2cc(Cl)c(B3OC(C)(C)C(C)(C)O3)cc12, [Na+], [Na+], O=C([O-])[O-], C1COCCO1, O, c1ccc(P(c2ccccc2)(c2ccccc2)[Pd](P(c2ccccc2)(c2ccccc2)c2ccccc2)(P(c2ccccc2)(c2ccccc2)c2ccccc2)P(c2ccccc2)(c2ccccc2)c2ccccc2)cc1. Reactants: CCC(CC)COc1cccc(CC(O)CCl)c1, [N-]=[N+]=[N-], [Na+]. Product: CCC(CC)COc1cccc(CC(O)CN=[N+]=[N-])c1. RXN SMILES: [Cl:1][CH2:2][CH:3]([CH2:4][c:5]1[cH:6][c:7]([O:11][CH2:12][CH:13]([CH2:14][CH3:15])[CH2:16][CH3:17])[cH:8][cH:9][cH:10]1)[OH:18].[N-:20]=[N+:21]=[N-:22].[Na+:19]>>[CH2:2]([CH:3]([CH2:4][c:5]1[cH:6][c:7]([O:11][CH2:12][CH:13]([CH2:14][CH3:15])[CH2:16][CH3:17])[cH:8][cH:9][cH:10]1)[OH:18])[N:20]=[N+:21]=[N-:22]. Reactants: C(C1=CC=CC=C1)OC1=CC=C(C=C1)[C@@H]1CC[C@H](CC1)NCCCC1=CC=CC=C1 (trans-[4-(4-benzyloxy-phenyl)-cyclohexyl]-(3-phenyl-propyl)-amine), C(C)(=O)OC(C)=O (acetic anhydride). Solvent: N1=CC=CC=C1 (pyridine). Reaction conditions: time 1 hour. Product: C(C1=CC=CC=C1)OC1=CC=C(C=C1)[C@@H]1CC[C@H](CC1)N(C(C)=O)CCCC1=CC=CC=C1 (trans-N-[4-(4-benzyloxy-phenyl)-cyclohexyl]-N-(3-phenyl-propyl)-acetamide). The yield is 59.0%. RXN SMILES: [CH2:1]([O:8][C:9]1[CH:14]=[CH:13][C:12]([C@H:15]2[CH2:20][CH2:19][C@H:18]([NH:21][CH2:22][CH2:23][CH2:24][C:25]3[CH:30]=[CH:29][CH:28]=[CH:27][CH:26]=3)[CH2:17][CH2:16]2)=[CH:11][CH:10]=1)[C:2]1[CH:7]=[CH:6][CH:5]=[CH:4][CH:3]=1.[C:31](OC(=O)C)(=[O:33])[CH3:32]>N1C=CC=CC=1>[CH2:1]([O:8][C:9]1[CH:14]=[CH:13][C:12]([C@H:15]2[CH2:16][CH2:17][C@H:18]([N:21]([CH2:22][CH2:23][CH2:24][C:25]3[CH:30]=[CH:29][CH:28]=[CH:27][CH:26]=3)[C:31](=[O:33])[CH3:32])[CH2:19][CH2:20]2)=[CH:11][CH:10]=1)[C:2]1[CH:3]=[CH:4][CH:5]=[CH:6][CH:7]=1. Procedure: A mixture of trans-[4-(4-benzyloxy-phenyl)-cyclohexyl]-(3-phenyl-propyl)-amine (0.4 g, 1.0 mmol), pyridine (4 ml) and acetic anhydride (2 ml) was stirred at 0° for 1 h. Evaporation of the solvents and crystallization of the residue with hexane, gave trans-N-[4-(4-benzyloxy-phenyl)-cyclohexyl]-N-(3-phenyl-propyl)-acetamide (0.26 g, 59%) as white crystals. Mp. 80.0-81.5°, MS: m/e=441 (M+).